This data is from the Open Reaction Database (ORD), a public repository of structured organic reaction records. The task is: describe an organic reaction: reactants, conditions, products, and yield Reactants: N#Cc1ccc(CBr)cc1, N#Cc1cccc(Cn2c(=O)cc(N3CCCC(N)C3)n(Cc3ccccc3C#N)c2=O)c1. Product: N#Cc1ccc(Cn2c(=O)cc(N3CCCC(N)C3)n(Cc3ccccc3C#N)c2=O)cc1. RXN SMILES: [C:34](#[N:35])[c:36]1[cH:37][cH:38][c:39]([CH2:40][Br:41])[cH:42][cH:43]1.[NH2:1][CH:2]1[CH2:3][N:4]([c:8]2[cH:9][c:10](=[O:33])[n:11]([CH2:24][c:25]3[cH:26][cH:27][cH:28][c:29]([C:30]#[N:31])[cH:32]3)[c:12](=[O:23])[n:13]2[CH2:14][c:15]2[c:16]([C:17]#[N:18])[cH:19][cH:20][cH:21][cH:22]2)[CH2:5][CH2:6][CH2:7]1>>[NH2:1][CH:2]1[CH2:3][N:4]([c:8]2[cH:9][c:10](=[O:33])[n:11]([CH2:24][c:39]3[cH:38][cH:37][c:36]([C:34]#[N:35])[cH:43][cH:42]3)[c:12](=[O:23])[n:13]2[CH2:14][c:15]2[c:16]([C:17]#[N:18])[cH:19][cH:20][cH:21][cH:22]2)[CH2:5][CH2:6][CH2:7]1. Reactants: C[Si](CC#C)(C)C (trimethyl(prop-2-ynyl)silane), TEA, BrC=1C(=NC(=C(N1)Br)Cl)N (3,5-Dibromo-6-chloropyrazin-2-amine). Reagents/catalysts: [Cu]I (CuI), Cl[Pd]([P](C1=CC=CC=C1)(C2=CC=CC=C2)C3=CC=CC=C3)([P](C4=CC=CC=C4)(C5=CC=CC=C5)C6=CC=CC=C6)Cl (Pd(PPh3)2Cl2). The solvent is O (water), [Cl-].[Na+].O (brine), C1CCOC1 (THF). Run at time 2 hour. Yields the product BrC=1N=C(C(=NC1Cl)N)C#CC[Si](C)(C)C (5-Bromo-6-chloro-3-(3-(trimethylsilyl)prop-1-ynyl)pyrazin-2-amine). Reaction SMILES: Br[C:2]1[C:3]([NH2:10])=[N:4][C:5]([Cl:9])=[C:6]([Br:8])[N:7]=1.[CH3:11][Si:12]([CH3:17])([CH3:16])[CH2:13][C:14]#[CH:15]>C1COCC1.O.[Cl-].[Na+].O.[Cu]I.Cl[Pd](Cl)([P](C1C=CC=CC=1)(C1C=CC=CC=1)C1C=CC=CC=1)[P](C1C=CC=CC=1)(C1C=CC=CC=1)C1C=CC=CC=1>[Br:8][C:6]1[N:7]=[C:2]([C:15]#[C:14][CH2:13][Si:12]([CH3:17])([CH3:16])[CH3:11])[C:3]([NH2:10])=[N:4][C:5]=1[Cl:9] |f:4.5.6,^1:31,50|. Procedure: 3,5-Dibromo-6-chloropyrazin-2-amine (step 1) (400 mg, 1.392 mmol) in dry THF (10 ml) was degassed with nitrogen and treated with trimethyl(prop-2-ynyl)silane (0.218 ml, 1.462 mmol), TEA (0.582 ml, 4.18 mmol), CuI (26.5 mg, 0.139 mmol) and Pd(PPh3)2Cl2 (98 mg, 0.139 mmol). After stirring at room temperature for 2 hours, the reaction mixture was diluted with water (100 ml) and brine and extracted with DCM (×3). The combined organic extracts were concentrated under reduced pressure. Purification of... Starting materials: CCCCCC(O)c1ccc(CBr)s1, CS(C)=O, [Na+], [OH-], O, Oc1ccnc2ccccc12. The product is CCCCCC(O)c1ccc(COc2ccnc3ccccc23)s1. Reaction SMILES: [Br:12][CH2:13][c:14]1[cH:15][cH:16][c:17]([CH:19]([CH2:20][CH2:21][CH2:22][CH2:23][CH3:24])[OH:25])[s:18]1.[CH3:29][S:30]([CH3:31])=[O:32].[Na+:27].[OH-:26].[OH2:28].[OH:1][c:2]1[cH:3][cH:4][n:5][c:6]2[cH:7][cH:8][cH:9][cH:10][c:11]12>>[O:1]([c:2]1[cH:3][cH:4][n:5][c:6]2[cH:7][cH:8][cH:9][cH:10][c:11]12)[CH2:13][c:14]1[cH:15][cH:16][c:17]([CH:19]([CH2:20][CH2:21][CH2:22][CH2:23][CH3:24])[OH:25])[s:18]1. The reactants are O=C([O-])O, Cc1nnc2ccc(-c3cccc([N+](=O)[O-])c3)nn12, CCO, [Cl-], ClCCl, [Na+]. The product is Cc1nnc2ccc(-c3cccc(N)c3)nn12. Reaction SMILES: [C:24](=[O:25])([OH:26])[O-:27].[CH3:1][c:2]1[n:3][n:4][c:5]2[n:6]1[n:7][c:8](-[c:11]1[cH:12][c:13]([N+:17]([O-:18])=[O:19])[cH:14][cH:15][cH:16]1)[cH:9][cH:10]2.[CH3:29][CH2:30][OH:31].[Cl-:20].[Cl:21][CH2:22][Cl:23].[Na+:28]>>[CH3:1][c:2]1[n:3][n:4][c:5]2[n:6]1[n:7][c:8](-[c:11]1[cH:12][c:13]([NH2:17])[cH:14][cH:15][cH:16]1)[cH:9][cH:10]2. The reactants are ClC=1C=C(CN(C(=O)C2=NC(=NC=C2C2=C(C=CC=C2)C)S(=O)(=O)C)C)C=C(C1)Cl (2-methylsulfonyl-5-o-tolyl-pyrimidine-4-carboxylic acid (3,5-dichloro-benzyl)-methyl-amide), O1CCOCC1 (dioxane). Run at time 16 hour. Product: ClC=1C=C(CN(C(=O)C2=NC(=NC=C2C2=C(C=CC=C2)C)N2CCN(CC2)C)C)C=C(C1)Cl (2-(4-methyl-piperazin-1-yl)-5-o-tolyl-pyrimidine-4-carboxylic acid (3,5-dichloro-benzyl)-methyl-amide). Yield: 89.0%. As a reaction SMILES: [Cl:1][C:2]1[CH:3]=[C:4]([CH:27]=[C:28]([Cl:30])[CH:29]=1)[CH2:5][N:6]([CH3:26])[C:7]([C:9]1[C:14]([C:15]2[CH:20]=[CH:19][CH:18]=[CH:17][C:16]=2[CH3:21])=[CH:13][N:12]=[C:11](S(C)(=O)=O)[N:10]=1)=[O:8].O1[CH2:36][CH2:35]OCC1>>[Cl:1][C:2]1[CH:3]=[C:4]([CH:27]=[C:28]([Cl:30])[CH:29]=1)[CH2:5][N:6]([CH3:26])[C:7]([C:9]1[C:14]([C:15]2[CH:20]=[CH:19][CH:18]=[CH:17][C:16]=2[CH3:21])=[CH:13][N:12]=[C:11]([N:10]2[CH2:36][CH2:35][N:6]([CH3:5])[CH2:7][CH2:9]2)[N:10]=1)=[O:8]. Reported procedure: To a solution of 0.25 g (0.538 mmol) 2-methylsulfonyl-5-o-tolyl-pyrimidine-4-carboxylic acid (3,5-dichloro-benzyl)-methyl-amide in 5 ml dioxane 0.15 ml (1.34 mmol) 1-methylpiperazine was added. The reaction mixture was stirred for 16 hrs. After evaporation of the solvent, the residue was distributed between 25 ml CH2Cl2 and 25 ml H2O. The aqueous layer was extracted with 20 ml CH2Cl2, the combined organic layers dried (MgSO4), filtered and evaporated. The residue was purified by chromatography (... The reactants are ClC=1C=C2C(=CC(=NC2=CC1)NN)C1=CC=CC=C1 (6-chloro-4-phenyl-2-hydrazinoquinoline), C(OCC)(OCC)OCC (triethyl orthoformate). Solvent: C=1(C(=CC=CC1)C)C (xylene). The product is ClC=1C=C2C(=CC=3N(C2=CC1)C=NN3)C3=CC=CC=C3 (7-chloro-5-phenyl-s-triazolo[4,3-a]quinoline). RXN SMILES: [Cl:1][C:2]1[CH:3]=[C:4]2[C:9](=[CH:10][CH:11]=1)[N:8]=[C:7]([NH:12][NH2:13])[CH:6]=[C:5]2[C:14]1[CH:19]=[CH:18][CH:17]=[CH:16][CH:15]=1.[CH:20](OCC)(OCC)OCC>C1(C)C(C)=CC=CC=1>[Cl:1][C:2]1[CH:3]=[C:4]2[C:9](=[CH:10][CH:11]=1)[N:8]1[CH:20]=[N:13][N:12]=[C:7]1[CH:6]=[C:5]2[C:14]1[CH:19]=[CH:18][CH:17]=[CH:16][CH:15]=1. Procedure details: In the manner given in Example 2, 6-chloro-4-phenyl-2-hydrazinoquinoline and triethyl orthoformate are refluxed in xylene to give 7-chloro-5-phenyl-s-triazolo[4,3-a]quinoline of melting point 265°-266.5° C. Procedure details: The title compound is prepared in a manner substantially analogous to Procedure SS starting from (4-bromo-2-fluoro-phenyl)-(2-(S)-pyrrolidin-1-ylmethyl-pyrrolidin-1-yl)-methanone and 3-Trifluoromethyl benzene boronic acid. MS (M+H) 421.2 RXN SMILES: Br[C:2]1[CH:7]=[CH:6][C:5]([C:8]([N:10]2[CH2:14][CH2:13][CH2:12][C@H:11]2[CH2:15][N:16]2[CH2:20][CH2:19][CH2:18][CH2:17]2)=[O:9])=[C:4]([F:21])[CH:3]=1.[F:22][C:23]([F:34])([F:33])[C:24]1[CH:25]=[C:26](B(O)O)[CH:27]=[CH:28][CH:29]=1>>[F:21][C:4]1[CH:3]=[C:2]([C:28]2[CH:27]=[CH:26][CH:25]=[C:24]([C:23]([F:34])([F:33])[F:22])[CH:29]=2)[CH:7]=[CH:6][C:5]=1[C:8]([N:10]1[CH2:14][CH2:13][CH2:12][C@H:11]1[CH2:15][N:16]1[CH2:20][CH2:19][CH2:18][CH2:17]1)=[O:9]. Reactants: BrC1=CC(=C(C=C1)C(=O)N1[C@@H](CCC1)CN1CCCC1)F ((4-bromo-2-fluoro-phenyl)-(2-(S)-pyrrolidin-1-ylmethyl-pyrrolidin-1-yl)-methanone), FC(C=1C=C(C=CC1)B(O)O)(F)F (3-Trifluoromethyl benzene boronic acid). Product: FC=1C=C(C=CC1C(=O)N1[C@@H](CCC1)CN1CCCC1)C1=CC(=CC=C1)C(F)(F)F ((3-Fluoro-3′-trifluoromethyl-biphenyl-4-yl)-(2-(S)-pyrrolidin-1-ylmethyl-pyrrolidin-1-yl)-methanone).